This data is from the Open Reaction Database (ORD), a public repository of structured organic reaction records. The task is: describe an organic reaction: reactants, conditions, products, and yield Reactants: CI, OCCCc1coc(-c2cc(F)cc(C(F)(F)F)c2)n1, O=P(Oc1ccccc1)(Oc1ccccc1)Oc1ccccc1. The product is Fc1cc(-c2nc(CCCI)co2)cc(C(F)(F)F)c1. RXN SMILES: [CH3:44][I:45].[F:1][c:2]1[cH:3][c:4]([C:17]([F:18])([F:19])[F:20])[cH:5][c:6](-[c:8]2[o:9][cH:10][c:11]([CH2:13][CH2:14][CH2:15][OH:16])[n:12]2)[cH:7]1.[O:21]=[P:22]([O:23][c:24]1[cH:25][cH:26][cH:27][cH:28][cH:29]1)([O:30][c:31]1[cH:32][cH:33][cH:34][cH:35][cH:36]1)[O:37][c:38]1[cH:39][cH:40][cH:41][cH:42][cH:43]1>>[F:1][c:2]1[cH:3][c:4]([C:17]([F:18])([F:19])[F:20])[cH:5][c:6](-[c:8]2[o:9][cH:10][c:11]([CH2:13][CH2:14][CH2:15][I:45])[n:12]2)[cH:7]1. The reactants are O (water), [Cl-].[Al+3].[Cl-].[Cl-] (aluminum chloride), COC1=CC=C(C=C1)N1NC=2[C@@]3(CC[C@H](C2C1=O)C3(C)C)C ((4S,7R)-2-(4-methoxy-phenyl)-7,8,8-trimethyl-1,2,4,5,6,7-hexahydro-4,7-methano-indazol-3-one), COC1=CC=C(C=C1)N1NC=2[C@@]3(CC[C@H](C2C1=O)C3(C)C)C ((4S,7R)-2-(4-methoxy-phenyl)-7,8,8-trimethyl-1,2,4,5,6,7-hexahydro-4,7-methano-indazol-3-one), Cl (HCl). The solvent is C(C)S (ethanethiol). Run at temperature 0 celsius, time 20 minute. Product: OC1=CC=C(C=C1)N1NC=2[C@@]3(CC[C@H](C2C1=O)C3(C)C)C ((4S,7R)-2-(4-hydroxy-phenyl)-7,8,8-trimethyl-1,2,4,5,6,7-hexahydro-4,7-methano-indazol-3-one). Isolated yield 85.6%. As a reaction SMILES: [Cl-].[Al+3].[Cl-].[Cl-].C[O:6][C:7]1[CH:12]=[CH:11][C:10]([N:13]2[C:21](=[O:22])[C:20]3[C@@H:19]4[C:23]([CH3:25])([CH3:24])[C@@:16]([CH3:26])([CH2:17][CH2:18]4)[C:15]=3[NH:14]2)=[CH:9][CH:8]=1.O.Cl>C(S)C>[OH:6][C:7]1[CH:12]=[CH:11][C:10]([N:13]2[C:21](=[O:22])[C:20]3[C@@H:19]4[C:23]([CH3:25])([CH3:24])[C@@:16]([CH3:26])([CH2:17][CH2:18]4)[C:15]=3[NH:14]2)=[CH:9][CH:8]=1 |f:0.1.2.3|. Procedure details: A solution of aluminum chloride (2.40 g, 18.0 mmol) in ethanethiol (20 mL) was cooled to 0° C. and (4S,7R)-2-(4-methoxy-phenyl)-7,8,8-trimethyl-1,2,4,5,6,7-hexahydro-4,7-methano-indazol-3-one (Intermediate 40; 2.00 g, 6.7 mmol) was added. The flask was capped and the reaction mixture was stirred at 0° C. for about 20 min and then at room temperature for 2 h. The solution was added to water (100 mL) with vigorous stirring and the resulting mixture was acidified to pH 1-2 with 1 M HCl. The resulti... Starting materials: C(C)N(CC)CCOC1=CC=C(C=C1)[N+](=O)[O-] (N,N-Diethyl-2-(4-nitrophenoxy)ethylamine), [OH-].[Na+] (sodium hydroxide), Cl (hydrochloric acid), reduced iron. The solvent is IMS, O (water). The product is C(C)N(CC)CCOC1=CC=C(N)C=C1 (4-[2-(N,N-diethylamino)ethoxy]aniline). As a reaction SMILES: [CH2:1]([N:3]([CH2:6][CH2:7][O:8][C:9]1[CH:14]=[CH:13][C:12]([N+:15]([O-])=O)=[CH:11][CH:10]=1)[CH2:4][CH3:5])[CH3:2].Cl.[OH-].[Na+]>O>[CH2:1]([N:3]([CH2:6][CH2:7][O:8][C:9]1[CH:14]=[CH:13][C:12]([NH2:15])=[CH:11][CH:10]=1)[CH2:4][CH3:5])[CH3:2] |f:2.3|. Procedure details: N,N-Diethyl-2-(4-nitrophenoxy)ethylamine (4.0 g) (prepared by the method described in Helv. Chim. Acta. 1960, 43, 1971) was dissolved in IMS (70 ml), water (10 ml) and concentrated hydrochloric acid (2 ml). The mixture was boiled under reflux and then reduced iron powder (4.6 g) was carefully added in portions. The mixture was boiled under reflux for 7 hours then hot filtered. The filtrate was basified with 5M sodium hydroxide solution and then evaporated under reduced pressure. The residue was ... Conditions: temperature 110 celsius, time 3 hour. Solvent: C(C)(C)O (isopropanol). RXN SMILES: [NH2:1][C:2]1[N:12]=[C:11]([C:13]([F:16])([F:15])[F:14])[CH:10]=[C:9]([C:17]([F:20])([F:19])[F:18])[C:3]=1[C:4](OCC)=[O:5].O.[NH2:22][NH2:23]>C(O)(C)C>[NH2:1][C:2]1[N:12]=[C:11]([C:13]([F:16])([F:15])[F:14])[CH:10]=[C:9]([C:17]([F:20])([F:19])[F:18])[C:3]=1[C:4]([NH:22][NH2:23])=[O:5] |f:1.2|. Product: NC1=C(C(=O)NN)C(=CC(=N1)C(F)(F)F)C(F)(F)F (2-amino-4,6-di(trifluoromethyl)-nicotinic acid hydrazide). Reactants: product, NC1=C(C(=O)OCC)C(=CC(=N1)C(F)(F)F)C(F)(F)F (ethyl 2-amino-4,6-di(trifluoromethyl)-nicotinate), O.NN (hydrazine hydrate), product. Procedure: A mixture of ethyl 2-amino-4,6-di(trifluoromethyl)-nicotinate (2.55 g., 8.45 mmole), 85% hydrazine hydrate (5 ml.) and isopropanol (5 ml.) is stirred in an oil-bath at 110° C. for 3 hours. On cooling, the dark red solution deposits colorless crystals which are filtered off and washed with a little isopropanol. A second crop of solid is obtained by evaporation of the mother liquors giving a total yield of 1.45 g. (59.6%) of product, m.p. 240°- 243° C. (dec.). Upon recrystallization from isopropan... The reactants are ClCCl, CCCCC, CC(=O)C1CCC2C3CCC4=CC(=O)CCC4(C)C3CCC12C, O=CO, [Zn]. Product: CC(=O)C1CCC2C3CCC4C=CCCC4(C)C3CCC12C. RXN SMILES: [CH2:32]([Cl:33])[Cl:34].[CH3:27][CH2:28][CH2:29][CH2:30][CH3:31].[CH:1]12[CH2:2][CH2:3][C:4]3=[CH:5][C:6](=[O:7])[CH2:8][CH2:9][C:10]3([CH3:11])[CH:12]1[CH2:13][CH2:14][C:15]1([CH3:16])[CH:17]([C:21]([CH3:22])=[O:23])[CH2:18][CH2:19][CH:20]21.[CH:24]([OH:25])=[O:26].[Zn:35]>>[CH:1]12[CH2:2][CH2:3][CH:4]3[CH:5]=[CH:6][CH2:8][CH2:9][C:10]3([CH3:11])[CH:12]1[CH2:13][CH2:14][C:15]1([CH3:16])[CH:17]([C:21]([CH3:22])=[O:23])[CH2:18][CH2:19][CH:20]21.